Dataset: the Open Reaction Database (ORD), a public repository of structured organic reaction records. Task: describe an organic reaction: reactants, conditions, products, and yield The reactants are N1=CC=CC2=CC=C(C=C12)NC(=O)C1=CC=C(C=C1)C1=C(C=CC=C1)C=O (2′-formyl-biphenyl-4-carboxylic acid quinolin-7-ylamide), [BH4-].[Na+] (sodium borohydride). Solvent: CCOC(=O)C (EtOAc), CO (MeOH). Reaction conditions: temperature 0 celsius, time 10 minute. The product is N1=CC=CC2=CC=C(C=C12)NC(=O)C1=CC=C(C=C1)C1=C(C=CC=C1)CO (2′-Hydroxymethyl-biphenyl-4-carboxylic acid quinolin-7-ylamide). Reaction SMILES: [N:1]1[C:10]2[C:5](=[CH:6][CH:7]=[C:8]([NH:11][C:12]([C:14]3[CH:19]=[CH:18][C:17]([C:20]4[CH:25]=[CH:24][CH:23]=[CH:22][C:21]=4[CH:26]=[O:27])=[CH:16][CH:15]=3)=[O:13])[CH:9]=2)[CH:4]=[CH:3][CH:2]=1.[BH4-].[Na+]>CO.CCOC(C)=O>[N:1]1[C:10]2[C:5](=[CH:6][CH:7]=[C:8]([NH:11][C:12]([C:14]3[CH:19]=[CH:18][C:17]([C:20]4[CH:25]=[CH:24][CH:23]=[CH:22][C:21]=4[CH2:26][OH:27])=[CH:16][CH:15]=3)=[O:13])[CH:9]=2)[CH:4]=[CH:3][CH:2]=1 |f:1.2|. Reported procedure: To a solution of 2′-formyl-biphenyl-4-carboxylic acid quinolin-7-ylamide, Example 28, (90 mg, 0.25 mmol) in MeOH (2 mL) was added sodium borohydride (20 mg, 0.51 mmol) and the mixture was stirred for 10 min at 0° C. The reaction mixture was diluted with EtOAc (50 mL) and washed with satd NH4Cl (5 mL). The EtOAc layer was separated, washed with brine, dried over MgSO4, and filtered. The filtrate was evaporated in vacuo and the residue was purified by silica gel column chromatography (gradient, 40...